This data is from the Open Reaction Database (ORD), a public repository of structured organic reaction records. The task is: describe an organic reaction: reactants, conditions, products, and yield Reactants: C1(CCCCC1)CC(=O)O (cyclohexaneacetic acid), Cl.C(C)N=C=NCCCN(C)C (1-ethyl-3-(3-dimethylaminopropyl)carbodiimide hydrochloride), C([O-])([O-])=O.[K+].[K+] (potassium carbonate), FC(C(=O)O)(F)F.C1(=CC=C(C=C1)NC1CCNCC1)C (4-(p-tolyl)aminopiperidine trifluoroacetate), BrCC=CC1=C(C=CC=C1)[N+](=O)[O-] ((3-bromopropenyl)-2-nitrobenzene). The reagents and catalysts are [C].[Pd] (palladium carbon), CN(C1=CC=NC=C1)C (4-dimethylaminopyridine). The solvent is C(C)(=O)O (acetic acid), CN(C=O)C (N,N-dimethylformamide), C(C)(=O)OCC (ethyl acetate), ClCCl (Dichloromethane), CN(C=O)C (N,N-dimethylformamide). Conditions: temperature 80 celsius. Yields the product C1(CCCCC1)CCC(=O)NC1=C(C=CC=C1)CCCN1CCC(CC1)NC1=CC=C(C=C1)C (3-Cyclohexyl-N-[2-[3-[4-(p-toluidino)piperidin-1-yl]propyl]phenyl]propionamide). Isolated yield 46.1%. As a reaction SMILES: F[C:2](F)(F)[C:3]([OH:5])=O.[C:8]1([CH3:21])[CH:13]=[CH:12][C:11]([NH:14][CH:15]2[CH2:20][CH2:19][NH:18][CH2:17][CH2:16]2)=[CH:10][CH:9]=1.Br[CH2:23][CH:24]=[CH:25][C:26]1[CH:31]=[CH:30][CH:29]=[CH:28][C:27]=1[N+:32]([O-])=O.C(=O)([O-])[O-].[K+].[K+].[CH:41]1([CH2:47]C(O)=O)[CH2:46][CH2:45][CH2:44][CH2:43][CH2:42]1.Cl.C(N=C=NCCCN(C)C)C>CN(C)C=O.C(O)(=O)C.CN(C)C1C=CN=CC=1.[C].[Pd].C(OCC)(=O)C.ClCCl>[CH:41]1([CH2:47][CH2:2][C:3]([NH:32][C:27]2[CH:28]=[CH:29][CH:30]=[CH:31][C:26]=2[CH2:25][CH2:24][CH2:23][N:18]2[CH2:19][CH2:20][CH:15]([NH:14][C:11]3[CH:10]=[CH:9][C:8]([CH3:21])=[CH:13][CH:12]=3)[CH2:16][CH2:17]2)=[O:5])[CH2:46][CH2:45][CH2:44][CH2:43][CH2:42]1 |f:0.1,3.4.5,7.8,12.13|. Procedure details: To a solution of 4-(p-tolyl)aminopiperidine trifluoroacetate (2.08 g) and (3-bromopropenyl)-2-nitrobenzene (3.01 g) dissolved in N,N-dimethylformamide (20 mL) was added potassium carbonate (2.75 g). The solution was stirred with heating at 80° C. for 2 hours. Dichloromethane was added to the reaction solution and the insolubles were filtered off, and the solvent was distilled off under reduced pressure. The resulting residue was purified by chromatography [silica gel, dichloromethane-methanol-aq...